describe an organic reaction: reactants, conditions, products, and yield From a dataset of the Open Reaction Database (ORD), a public repository of structured organic reaction records. Reaction SMILES: [CH2:25]1[CH2:28][CH2:27][CH2:26][O:29]1.[Li+:33].[OH-:32].[OH2:34].[OH:1][CH2:2][CH:3]([C:4](=[O:5])[N:6]1[CH:7]([CH2:8][c:9]2[cH:10][cH:11][cH:12][cH:13][cH:14]2)[CH2:15][O:16][C:17]1=[O:18])[CH2:19][CH2:20][CH2:21][CH2:22][CH:23]=[CH2:24].[OH:30][OH:31]>>[OH:1][CH2:2][CH:3]([C:4]([OH:5])=[O:29])[CH2:19][CH2:20][CH2:21][CH2:22][CH:23]=[CH2:24]. Product: C=CCCCCC(CO)C(=O)O. Starting materials: C1CCOC1, [Li+], [OH-], O, C=CCCCCC(CO)C(=O)N1C(=O)OCC1Cc1ccccc1, OO. The reactants are Brc1cccc2ccc(-c3cccc4ccccc34)nc12, Cc1cccc(C)c1N, CC(C)(C)[O-], Cc1ccccc1, CN(C)c1ccccc1-c1ccccc1P(C1CCCCC1)C1CCCCC1, [Na+], O. Yields the product Cc1cccc(C)c1Nc1cccc2ccc(-c3cccc4ccccc34)nc12. RXN SMILES: [Br:1][c:2]1[cH:3][cH:4][cH:5][c:6]2[cH:7][cH:8][c:9](-[c:12]3[cH:13][cH:14][cH:15][c:16]4[cH:17][cH:18][cH:19][cH:20][c:21]34)[n:10][c:11]12.[CH3:22][c:23]1[cH:24][cH:25][cH:26][c:27]([CH3:28])[c:29]1[NH2:30].[CH3:59][C:60]([CH3:61])([O-:62])[CH3:63].[CH3:66][c:67]1[cH:68][cH:69][cH:70][cH:71][cH:72]1.[CH:31]1([P:32]([CH:33]2[CH2:34][CH2:35][CH2:36][CH2:37][CH2:38]2)[c:39]2[cH:40][cH:41][cH:42][cH:43][c:44]2-[c:45]2[cH:46][cH:47][cH:48][cH:49][c:50]2[N:51]([CH3:52])[CH3:53])[CH2:54][CH2:55][CH2:56][CH2:57][CH2:58]1.[Na+:64].[OH2:65]>>[c:2]1([NH:30][c:29]2[c:23]([CH3:22])[cH:24][cH:25][cH:26][c:27]2[CH3:28])[cH:3][cH:4][cH:5][c:6]2[cH:7][cH:8][c:9](-[c:12]3[cH:13][cH:14][cH:15][c:16]4[cH:17][cH:18][cH:19][cH:20][c:21]34)[n:10][c:11]12. Reactants: C(C)(C)(C)OC(NCC1=NC=C(C2=CC(=CC(=C12)OC)OC)C(=O)N1CC2=CC=CC=C2C1)=O ([4-(1,3-dihydro-isoindole-2-carbonyl)-6,8-dimethoxy-isoquinolin-1-ylmethyl]-carbamic acid tert-butyl ester), Cl (HCl). The solvent is CCOC(=O)C (EtOAc). Yields the product Cl.NCC1=NC=C(C2=CC(=CC(=C12)OC)OC)C(=O)N1CC2=CC=CC=C2C1 ((1-aminomethyl-6,8-dimethoxy-isoquinolin-4-yl)-(1,3-dihydro-isoindol-2-yl)-methanone hydrochloride). The yield is 100.0%. As a reaction SMILES: C(OC(=O)[NH:7][CH2:8][C:9]1[C:18]2[C:13](=[CH:14][C:15]([O:21][CH3:22])=[CH:16][C:17]=2[O:19][CH3:20])[C:12]([C:23]([N:25]2[CH2:33][C:32]3[C:27](=[CH:28][CH:29]=[CH:30][CH:31]=3)[CH2:26]2)=[O:24])=[CH:11][N:10]=1)(C)(C)C.[ClH:35]>CCOC(C)=O>[ClH:35].[NH2:7][CH2:8][C:9]1[C:18]2[C:13](=[CH:14][C:15]([O:21][CH3:22])=[CH:16][C:17]=2[O:19][CH3:20])[C:12]([C:23]([N:25]2[CH2:33][C:32]3[C:27](=[CH:28][CH:29]=[CH:30][CH:31]=3)[CH2:26]2)=[O:24])=[CH:11][N:10]=1 |f:3.4|. Procedure: As described in example 1, 61 mg of [4-(1,3-dihydro-isoindole-2-carbonyl)-6,8-dimethoxy-isoquinolin-1-ylmethyl]-carbamic acid tert-butyl ester was treated with HCl in EtOAc to give 59 mg (>100%) of (1-aminomethyl-6,8-dimethoxy-isoquinolin-4-yl)-(1,3-dihydro-isoindol-2-yl)-methanone hydrochloride. H1-NMR (DMSO): δ, 8.49 (s, 1H), 8.43 (br s, 3H), 7.42-7.15 (m, 4H), 6.85 (s, 1H), 6.74 (s, 1H), 4.97 (s, 2H), 4.70 (d, J=4.7 Hz, 2H), 4.49 (s, 2H), 3.99 (s, 3H), 3.82 (s, 3H); MS: APCI (M+H) calc'd for ... Reaction SMILES: [CH2:1]([c:2]1[cH:3][cH:4][cH:5][cH:6][cH:7]1)[n:8]1[c:9]([CH:23]([CH3:24])[CH3:25])[c:10]([CH2:21][OH:22])[c:11]2[cH:12][c:13]([O:17][CH2:18][O:19][CH3:20])[cH:14][cH:15][c:16]12.[CH3:26][N+:27]1([O-:28])[CH2:29][CH2:30][O:31][CH2:32][CH2:33]1.[CH3:42][CH2:43][CH2:44][N+:45]([CH2:46][CH2:47][CH3:48])([CH2:49][CH2:50][CH3:51])[CH2:52][CH2:53][CH3:54].[Cl:34][CH2:35][Cl:36].[O-:37][Ru:38](=[O:39])(=[O:40])=[O:41]>>[CH2:1]([c:2]1[cH:3][cH:4][cH:5][cH:6][cH:7]1)[n:8]1[c:9]([CH:23]([CH3:24])[CH3:25])[c:10]([CH:21]=[O:22])[c:11]2[cH:12][c:13]([O:17][CH2:18][O:19][CH3:20])[cH:14][cH:15][c:16]12. Reactants: COCOc1ccc2c(c1)c(CO)c(C(C)C)n2Cc1ccccc1, C[N+]1([O-])CCOCC1, CCC[N+](CCC)(CCC)CCC, ClCCl, O=[Ru](=O)(=O)[O-]. Yields the product COCOc1ccc2c(c1)c(C=O)c(C(C)C)n2Cc1ccccc1. Reactants: [Zn] (Zn), O=P12OP3(=O)OP(=O)(O1)OP(=O)(O2)O3 (P2O5), C(CCCCCCCCCCCCCCCCC)(=O)[O-].[Zn+2].C(CCCCCCCCCCCCCCCCC)(=O)[O-] (zinc stearate), triester, P(O)(O)(O)=O (phosphoric acid), long-chain alcohols, C(CCCCCCCCCCCCCCCCC)OP(O)(O)=O (phosphoric acid monostearyl ester), C(CCCCCCCCCCCCCCCCC)OP(OCCCCCCCCCCCCCCCCCC)(O)=O (phosphoric acid distearyl ester). The reagents and catalysts are [Fe] (iron), [Fe] (iron). Run at temperature 550 celsius. The product is oxides, P(=O)([O-])([O-])[O-].[Zn+2].P(=O)([O-])([O-])[O-].[Zn+2].[Zn+2] (zinc phosphate). Reaction SMILES: C([O-])(=O)CCCCCCCCCCCCCCCCC.[Zn+2:21].C([O-])(=O)CCCCCCCCCCCCCCCCC.[P:42](=[O:46])([OH:45])([OH:44])[OH:43].C([O:65][P:66](=[O:69])([OH:68])[OH:67])CCCCCCCCCCCCCCCCC.C(OP(=O)(O)OCCCCCCCCCCCCCCCCCC)CCCCCCCCCCCCCCCCC.[Zn].O=P12OP3(OP(OP(O3)(O1)=O)(=O)O2)=O>[Fe]>[P:42]([O-:46])([O-:45])([O-:44])=[O:43].[Zn+2:21].[P:66]([O-:69])([O-:68])([O-:67])=[O:65].[Zn+2:21].[Zn+2:21] |f:0.1.2,9.10.11.12.13|. Procedure details: A mixture of iron powder and zinc stearate and a mono, di or triester of phosphoric acid and long-chain alcohols, such as a mixture of phosphoric acid monostearyl ester and phosphoric acid distearyl ester having a melting point of 70° C., as antitack agent was pressed to form a molded article, the proportion of the antitack agents with respect to the weight of the iron powder being approximately 1.7% by weight, and the atomic ratio Zn:P being approximately 3:2. The molded article was heated in a... Starting materials: OCCN(Cc1ccccc1)Cc1ccccc1, C1CCOC1, CC(C)(C)OC(=O)n1nc(Cl)c2ccc(O)cc21, c1ccc(P(c2ccccc2)c2ccccc2)cc1. Product: CC(C)(C)OC(=O)n1nc(Cl)c2ccc(OCCN(Cc3ccccc3)Cc3ccccc3)cc21. As a reaction SMILES: [CH2:19]([c:20]1[cH:21][cH:22][cH:23][cH:24][cH:25]1)[N:26]([CH2:27][CH2:28][OH:29])[CH2:30][c:31]1[cH:32][cH:33][cH:34][cH:35][cH:36]1.[CH2:56]1[O:57][CH2:58][CH2:59][CH2:60]1.[Cl:1][c:2]1[n:3][n:4]([C:12](=[O:13])[O:14][C:15]([CH3:16])([CH3:17])[CH3:18])[c:5]2[cH:6][c:7]([OH:11])[cH:8][cH:9][c:10]12.[c:37]1([P:38]([c:39]2[cH:40][cH:41][cH:42][cH:43][cH:44]2)[c:45]2[cH:46][cH:47][cH:48][cH:49][cH:50]2)[cH:51][cH:52][cH:53][cH:54][cH:55]1>>[Cl:1][c:2]1[n:3][n:4]([C:12](=[O:13])[O:14][C:15]([CH3:16])([CH3:17])[CH3:18])[c:5]2[cH:6][c:7]([O:11][CH2:28][CH2:27][N:26]([CH2:19][c:20]3[cH:21][cH:22][cH:23][cH:24][cH:25]3)[CH2:30][c:31]3[cH:32][cH:33][cH:34][cH:35][cH:36]3)[cH:8][cH:9][c:10]12.